The task is: describe an organic reaction: reactants, conditions, products, and yield. This data is from the Open Reaction Database (ORD), a public repository of structured organic reaction records. The reactants are CC(C)CCCC(C)C1CCC2C3CCC4=CC(=O)CCC4(C)C3CCC12C, CC(C)(C)[O-], [K+], C1COCCOCCOCCOCCOCCO1, c1ccccc1. Yields the product CC(C)CCCC(C)C1CCC2C3CCC4=CC(=O)CCC4(C)C3CCC12C, [K+], C1COCCOCCOCCOCCOCCO1, [OH-]. RXN SMILES: [CH3:1][CH:2]([CH3:3])[CH2:4][CH2:5][CH2:6][CH:7]([CH3:8])[CH:9]1[CH2:10][CH2:11][CH:12]2[CH:13]3[CH2:14][CH2:15][C:16]4=[CH:17][C:18](=[O:28])[CH2:19][CH2:20][C:21]4([CH3:22])[CH:23]3[CH2:24][CH2:25][C:26]12[CH3:27].[CH3:47][C:48]([CH3:49])([O-:50])[CH3:51].[K+:52].[O:29]1[CH2:30][CH2:31][O:32][CH2:33][CH2:34][O:35][CH2:36][CH2:37][O:38][CH2:39][CH2:40][O:41][CH2:42][CH2:43][O:44][CH2:45][CH2:46]1.[cH:53]1[cH:54][cH:55][cH:56][cH:57][cH:58]1>>[CH3:1][CH:2]([CH3:3])[CH2:4][CH2:5][CH2:6][CH:7]([CH3:8])[CH:9]1[CH2:10][CH2:11][CH:12]2[CH:13]3[CH2:14][CH2:15][C:16]4=[CH:17][C:18](=[O:28])[CH2:19][CH2:20][C:21]4([CH3:22])[CH:23]3[CH2:24][CH2:25][C:26]12[CH3:27].[K+:52].[O:29]1[CH2:30][CH2:31][O:32][CH2:33][CH2:34][O:35][CH2:36][CH2:37][O:38][CH2:39][CH2:40][O:41][CH2:42][CH2:43][O:44][CH2:45][CH2:46]1.[OH-:50].